From a dataset of the Open Reaction Database (ORD), a public repository of structured organic reaction records. describe an organic reaction: reactants, conditions, products, and yield Starting materials: BrCCCBr, O=C([O-])[O-], CC(C)=O, [K+], [K+], O=C(Nc1ccccc1O)c1cccc2[nH]ccc12. The product is O=C(Nc1ccccc1OCCCBr)c1cccc2[nH]ccc12. As a reaction SMILES: [Br:26][CH2:27][CH2:28][CH2:29][Br:30].[C:20](=[O:21])([O-:22])[O-:23].[CH3:31][C:32](=[O:33])[CH3:34].[K+:24].[K+:25].[OH:1][c:2]1[c:3]([NH:8][C:9](=[O:10])[c:11]2[c:12]3[cH:13][cH:14][nH:15][c:16]3[cH:17][cH:18][cH:19]2)[cH:4][cH:5][cH:6][cH:7]1>>[O:1]([c:2]1[c:3]([NH:8][C:9](=[O:10])[c:11]2[c:12]3[cH:13][cH:14][nH:15][c:16]3[cH:17][cH:18][cH:19]2)[cH:4][cH:5][cH:6][cH:7]1)[CH2:29][CH2:28][CH2:27][Br:26]. The reactants are CO, COC(=O)c1c(-c2ccccc2F)noc1C, Cl, [Na+], [OH-], O. Product: Cc1onc(-c2ccccc2F)c1C(=O)O. RXN SMILES: [CH3:18][OH:19].[CH3:1][O:2][C:3](=[O:4])[c:5]1[c:6](-[c:11]2[c:12]([F:17])[cH:13][cH:14][cH:15][cH:16]2)[n:7][o:8][c:9]1[CH3:10].[ClH:22].[Na+:21].[OH-:20].[OH2:23]>>[O:2]=[C:3]([OH:4])[c:5]1[c:6](-[c:11]2[c:12]([F:17])[cH:13][cH:14][cH:15][cH:16]2)[n:7][o:8][c:9]1[CH3:10]. Starting materials: CO, CC(CCN1CCSC1CC(=O)O)N(c1cc(Cl)ccc1Cl)S(=O)(=O)c1ccc(Cl)cc1, [K+], [OH-]. Yields the product CC(CCN1CCSC1C(=O)O)N(c1cc(Cl)ccc1Cl)S(=O)(=O)c1ccc(Cl)cc1. As a reaction SMILES: [CH3:35][OH:36].[Cl:1][c:2]1[cH:3][cH:4][c:5]([S:8](=[O:9])(=[O:10])[N:11]([CH:12]([CH2:13][CH2:14][N:15]2[CH:16]([CH2:20][C:21]([OH:22])=[O:23])[S:17][CH2:18][CH2:19]2)[CH3:24])[c:25]2[c:26]([Cl:32])[cH:27][cH:28][c:29]([Cl:31])[cH:30]2)[cH:6][cH:7]1.[K+:34].[OH-:33]>>[Cl:1][c:2]1[cH:3][cH:4][c:5]([S:8](=[O:9])(=[O:10])[N:11]([CH:12]([CH2:13][CH2:14][N:15]2[CH:16]([C:35](=[O:33])[OH:36])[S:17][CH2:18][CH2:19]2)[CH3:24])[c:25]2[c:26]([Cl:32])[cH:27][cH:28][c:29]([Cl:31])[cH:30]2)[cH:6][cH:7]1.